From a dataset of the Open Reaction Database (ORD), a public repository of structured organic reaction records. describe an organic reaction: reactants, conditions, products, and yield Reactants: FC1=C(C=C(C=C1)C1=C(C(=CC(=C1)C)C)CCC1=NOC(C1)CC(=O)OC)C (Methyl 3-[2-(4'-fluoro-3,3',5-trimethyl[1,1'-biphenyl]-2-yl)ethyl]-4,5-dihydro-5-isoxazoleacetate), B(O)(O)O (boric acid). The reagents and catalysts are [Pd] (palladium on carbon). Run in CO (methanol), O (water). Run at time 2.5 hour. The product is FC1=C(C=C(C=C1)C1=C(C(=CC(=C1)C)C)CCC(CC(CC(=O)OC)O)=O)C (Methyl 7-(4'-fluoro-3,3',5-trimethyl-[1,1'-biphenyl]-2-yl)-3-hydroxy-5-oxoheptanoate). Reaction SMILES: [F:1][C:2]1[CH:7]=[CH:6][C:5]([C:8]2[CH:13]=[C:12]([CH3:14])[CH:11]=[C:10]([CH3:15])[C:9]=2[CH2:16][CH2:17][C:18]2[CH2:22][CH:21]([CH2:23][C:24]([O:26][CH3:27])=[O:25])[O:20]N=2)=[CH:4][C:3]=1[CH3:28].B(O)(O)[OH:30]>[Pd].CO.O>[F:1][C:2]1[CH:7]=[CH:6][C:5]([C:8]2[CH:13]=[C:12]([CH3:14])[CH:11]=[C:10]([CH3:15])[C:9]=2[CH2:16][CH2:17][C:18](=[O:30])[CH2:22][CH:21]([OH:20])[CH2:23][C:24]([O:26][CH3:27])=[O:25])=[CH:4][C:3]=1[CH3:28]. Procedure: A mixture of 0.1 g (0.26 mmol) of the isoxazoline from Step E, 50 mg of 10% palladium on carbon catalyst and 48 mg (0.78 mmol) of boric acid in 3 ml of methanol and 0.3 ml of water was stirred under hydrogen (1 atmosphere) at room temperature for 2.5 hours. The mixture was filtered and the filtrate was poured into brine and extracted with ether. The ethereal extract was washed with 5% (w/v) aqueous sodium bicarbonate solution, dried (MgS04), filtered and evaporated to dryness to give 92 mg (0.23... Reactants: ClC=1N=NC(=CC1)Cl (3,6-Dichloropyridazine), OS(=O)(=O)O (H2SO4), C1(CCCC1)C(=O)O (cyclopentane carboxylic acid). Solvent: O (water). Reaction conditions: temperature 70 celsius, time 1 hour. Product: ClC=1N=NC(=CC1C1CCCC1)Cl (3,6-Dichloro-4-cyclopentylpyridazine). Isolated yield 92.0%. RXN SMILES: [Cl:1][C:2]1[N:3]=[N:4][C:5]([Cl:8])=[CH:6][CH:7]=1.OS(O)(=O)=O.[CH:14]1(C(O)=O)[CH2:18][CH2:17][CH2:16][CH2:15]1>O>[Cl:1][C:2]1[N:3]=[N:4][C:5]([Cl:8])=[CH:6][C:7]=1[CH:14]1[CH2:18][CH2:17][CH2:16][CH2:15]1. Procedure details: 3,6-Dichloropyridazine (10 g) was suspe n ded in water (200 ml), conc. H2SO4 (19.7 g) and cyclopentane carboxylic acid (32.7 g) was added and the reaction degassed under N2 at 70° C. Silver nitrate (2.28 g) was added followed by dropwise a ddition of ammonium persulfate (45.9 g) in water (120 ml). After ail additional one hour heating at 70° C., the reaction was poured onto ice, basfied to pH 8-9 with aqueous ammonium hydroxide and extracted into ethyl acetate (3×500 ml), dried (MgSO4) and evapo... Starting materials: c1ccc(COc2cccc(-n3cnnn3)c2)cc1, CCO. The product is Oc1cccc(-n2cnnn2)c1. As a reaction SMILES: [CH2:1]([c:2]1[cH:3][cH:4][cH:5][cH:6][cH:7]1)[O:8][c:9]1[cH:10][c:11](-[n:15]2[n:16][n:17][n:18][cH:19]2)[cH:12][cH:13][cH:14]1.[CH3:20][CH2:21][OH:22]>>[OH:8][c:9]1[cH:10][c:11](-[n:15]2[n:16][n:17][n:18][cH:19]2)[cH:12][cH:13][cH:14]1. The reactants are C(C)(C)(C)OC(=O)N1CC2CC(CC(C1)N2CC2=CC=CC=C2)=O (9-Benzyl-7-oxo-3,9-diaza-bicyclo[3.3.1]nonane-3-carboxylic acid tert-butyl ester), [H][H] (hydrogen). The reagents and catalysts are [OH-].[Pd+2].[OH-] (palladium hydroxide). Solvent: CO (methanol), CO (methanol). Conditions: time 48 hour. Yields the product C(C)(C)(C)OC(=O)N1CC2CC(CC(C1)N2)=O (7-oxo-3,9-diaza-bicyclo[3.3.1]nonane-3-carboxylic acid tert-butyl ester). The yield is 99.7%. RXN SMILES: [C:1]([O:5][C:6]([N:8]1[CH2:15][CH:14]2[N:16](CC3C=CC=CC=3)[CH:10]([CH2:11][C:12](=[O:24])[CH2:13]2)[CH2:9]1)=[O:7])([CH3:4])([CH3:3])[CH3:2].[H][H]>CO.[OH-].[Pd+2].[OH-]>[C:1]([O:5][C:6]([N:8]1[CH2:15][CH:14]2[NH:16][CH:10]([CH2:11][C:12](=[O:24])[CH2:13]2)[CH2:9]1)=[O:7])([CH3:4])([CH3:2])[CH3:3] |f:3.4.5|. Reported procedure: 9-Benzyl-7-oxo-3,9-diaza-bicyclo[3.3.1]nonane-3-carboxylic acid tert-butyl ester (16.6 g, 50.5 mmol) was dissolved in methanol (40 mL) and added to a suspension of palladium hydroxide (1 g) in methanol (10 mL) in a Parr bottle. The Parr bottle was filled with hydrogen (40 psi) and evacuated three times. The Parr bottle was refilled with hydrogen (40 psi) and shook for 48 h. The suspension was filtered through Celite and concentrated under vacuum to give 12.1 g (quantitative yield) of 7-oxo-3,9-d...